From a dataset of the Open Reaction Database (ORD), a public repository of structured organic reaction records. describe an organic reaction: reactants, conditions, products, and yield The reactants are CCOC(C)=O, CCO, Cc1ccc(S(=O)(=O)n2cc(F)c3c(Nc4ccc([N+](=O)[O-])cc4F)ccnc32)cc1, [Na+], [OH-], O. Yields the product O=[N+]([O-])c1ccc(Nc2ccnc3[nH]cc(F)c23)c(F)c1. Reaction SMILES: [CH3:35][CH2:36][O:37][C:38](=[O:39])[CH3:40].[CH3:41][CH2:42][OH:43].[F:3][c:4]1[cH:5][n:6]([S:24]([c:25]2[cH:26][cH:27][c:28]([CH3:29])[cH:30][cH:31]2)(=[O:32])=[O:33])[c:7]2[n:8][cH:9][cH:10][c:11]([NH:13][c:14]3[c:15]([F:23])[cH:16][c:17]([N+:20](=[O:21])[O-:22])[cH:18][cH:19]3)[c:12]12.[Na+:2].[OH-:1].[OH2:34]>>[F:3][c:4]1[cH:5][nH:6][c:7]2[n:8][cH:9][cH:10][c:11]([NH:13][c:14]3[c:15]([F:23])[cH:16][c:17]([N+:20](=[O:21])[O-:22])[cH:18][cH:19]3)[c:12]12. The reactants are CC(C)CN=C=O, C1CCOC1, CCOCC, Cc1csc(C(=O)NN)c1Cl. Product: Cc1csc(C(=O)NNC(=O)NCC(C)C)c1Cl. RXN SMILES: [CH2:12]([CH:13]([CH3:14])[CH3:15])[N:16]=[C:17]=[O:18].[CH2:24]1[O:25][CH2:26][CH2:27][CH2:28]1.[CH3:19][CH2:20][O:21][CH2:22][CH3:23].[Cl:1][c:2]1[c:3]([C:8](=[O:9])[NH:10][NH2:11])[s:4][cH:5][c:6]1[CH3:7]>>[Cl:1][c:2]1[c:3]([C:8](=[O:9])[NH:10][NH:11][C:17]([NH:16][CH2:12][CH:13]([CH3:14])[CH3:15])=[O:18])[s:4][cH:5][c:6]1[CH3:7]. The reactants are C(#N)C1=CC=C(CN)C=C1 (p-Cyanobenzylamine), O (water), C(Cl)Cl (methylene chloride), aqueous solution, N(=O)[O-].[Na+] (sodium nitrite), C(C)(=O)O (Acetic acid). Procedure: p-Cyanobenzylamine (13.2 g), water (18 g), and methylene chloride (18 g) were mixed, and the mixture was stirred with cooling with ice. Acetic acid (18 g) was added to the mixture. Subsequently, a 20 wt % aqueous solution (51.8 g) of sodium nitrite was added dropwise to the mixture over a one hour period. The mixture was stirred at the same temperature for four hours. The reaction mixture was subjected to extraction with methylene chloride, and the organic solvent was concentrated. Water was add... Isolated yield 84.0%. The product is C(C)(=O)OCC1=CC=C(C=C1)C#N (p-cyanobenzyl acetate). As a reaction SMILES: [C:1]([C:3]1[CH:10]=[CH:9][C:6]([CH2:7][NH2:8])=[CH:5][CH:4]=1)#N.O.C(Cl)Cl.N([O-])=O.[Na+].[C:19]([OH:22])(=[O:21])[CH3:20]>>[C:19]([O:22][CH2:1][C:3]1[CH:10]=[CH:9][C:6]([C:7]#[N:8])=[CH:5][CH:4]=1)(=[O:21])[CH3:20] |f:3.4|. Reactants: C[Si](N[Si](C)(C)C)(C)C.[Li] (lithium 1,1,1,3,3,3-hexamethyldisilazane), O1CCCC1 (tetrahydrofuran), C[Si](N[Si](C)(C)C)(C)C.[Li] (LiHMDS), C(C1=CC=CC=C1)(=O)O (benzoic acid), C(C1=CC=CC=C1)(=O)O (benzoic acid), NC1=CC=CC=C1 (aniline), NC1=CC=CC=C1 (aniline). Reaction SMILES: C(O)(=O)[C:2]1[CH:7]=[CH:6][CH:5]=[CH:4][CH:3]=1.[NH2:10][C:11]1[CH:16]=[CH:15][CH:14]=[CH:13][CH:12]=1.C[Si](C)(C)N[Si](C)(C)C.[Li].O1CCCC1>CN(C)C=O.C(#N)C>[C:11]1([NH:10][C:2]2[CH:3]=[CH:4][CH:5]=[CH:6][CH:7]=2)[CH:16]=[CH:15][CH:14]=[CH:13][CH:12]=1 |f:2.3,^1:25|. The solvent is C(C)#N (acetonitrile), CN(C=O)C (dimethylformamide). Product: 2-(arylamino)-benzoic acid, C1(=CC=CC=C1)NC1=CC=CC=C1 (diphenylamine). Conditions: temperature -78 celsius. Procedure details: In Scheme 1, Step A, a 2-(arylamino)-benzoic acid or diphenylamine (3) is prepared from the coupling of a suitable benzoic acid (1) and a suitable aniline (2) in the presence of a strong base, for example, lithium 1,1,1,3,3,3-hexamethyldisilazane (LiHMDS), in a polar aprotic solvent such as tetrahydrofuran, acetonitrile or dimethylformamide. For example, the aniline (2) and the benzoic acid (1) are dissolved in a suitable organic solvent and cooled to about −78° C. under nitrogen. The suspension... Starting materials: NC[C@H](O)C=1C=CC(=C(C1)NS(=O)(=O)C)O (N-[5-((1R)-2-Amino-1-hydroxy-ethyl)-2-hydroxy-phenyl]-methanesulfonamide), C(CCC)NS(=O)(=O)C1=CC=C(C=C1)N1CCC(CC1)=O (N-butyl-4-(4-oxo-piperidin-1-yl)-benzenesulfonamide). The product is C(CCC)NS(=O)(=O)C1=CC=C(C=C1)N1CCC(CC1)NC[C@@H](C1=CC(=C(C=C1)O)NS(=O)(=O)C)O (N-Butyl-4-{4-[(2R)-2-hydroxy-2-(4-hydroxy-3-methanesulfonylamino-phenyl)-ethylamino]-piperidin-1-yl}-benzenesulfonamide). Reaction SMILES: [NH2:1][CH2:2][C@@H:3]([C:5]1[CH:6]=[CH:7][C:8]([OH:16])=[C:9]([NH:11][S:12]([CH3:15])(=[O:14])=[O:13])[CH:10]=1)[OH:4].[CH2:17]([NH:21][S:22]([C:25]1[CH:30]=[CH:29][C:28]([N:31]2[CH2:36][CH2:35][C:34](=O)[CH2:33][CH2:32]2)=[CH:27][CH:26]=1)(=[O:24])=[O:23])[CH2:18][CH2:19][CH3:20]>>[CH2:17]([NH:21][S:22]([C:25]1[CH:30]=[CH:29][C:28]([N:31]2[CH2:36][CH2:35][CH:34]([NH:1][CH2:2][C@H:3]([OH:4])[C:5]3[CH:6]=[CH:7][C:8]([OH:16])=[C:9]([NH:11][S:12]([CH3:15])(=[O:14])=[O:13])[CH:10]=3)[CH2:33][CH2:32]2)=[CH:27][CH:26]=1)(=[O:23])=[O:24])[CH2:18][CH2:19][CH3:20]. Procedure: The title compound was prepared from N-[5-((1R)-2-Amino-1-hydroxy-ethyl)-2-hydroxy-phenyl]-methanesulfonamide and Reference Example 11, N-butyl-4-(4-oxo-piperidin-1-yl)-benzenesulfonamide, according to the procedure of Example 1 as a white solid; mp 71-75° C.; 1H NMR (300 MHz, DMSO-d6) δ 0.80 (t, 3H), 1.10-1.40 (m, 6H), 1.80-1.95 (m, 2H), 2.50-2.90 (m, 5H), 2.92 (s, 3H), 3.70-3.90 (m, 2H), 4.45-4.55 (m, 1H), 6.82 (d, 1H), 7.02 (d, 3H), 7.19 (d, 1H), 7.54 (d, 2H); MS (ES) m/z 541.0 (MH+); HRMS Ca... Starting materials: CC=1N=C(SC1C(=O)OCC)N1C(N(CC1)C1=CC=CC=C1)=O (ethyl 4-methyl-2-(2-oxo-3-phenylimidazolidin-1-yl)thiazole-5-carboxylate), ClC1=CC2=C(SC=C2CN2C(N(CC2)C=2SC(=C(N2)C)C(=O)OCC)=O)C=C1 (ethyl 2-(3-((5-chlorobenzo[b]thiophen-3-yl)methyl)-2-oxoimidazolidin-1-yl)-4-methylthiazole-5-carboxylate). The product is ClC1=CC2=C(SC=C2CN2C(N(CC2)C=2SC(=C(N2)C)C(=O)O)=O)C=C1 (2-(3-((5-chlorobenzo[b]thiophen-3-yl)methyl)-2-oxoimidazolidin-1-yl)-4-methylthiazole-5-carboxylic acid). The yield is 59.0%. Reaction SMILES: CC1N=C(N2CCN(C3C=CC=CC=3)C2=O)SC=1C(OCC)=O.[Cl:24][C:25]1[CH:51]=[CH:50][C:28]2[S:29][CH:30]=[C:31]([CH2:32][N:33]3[CH2:37][CH2:36][N:35]([C:38]4[S:39][C:40]([C:44]([O:46]CC)=[O:45])=[C:41]([CH3:43])[N:42]=4)[C:34]3=[O:49])[C:27]=2[CH:26]=1>>[Cl:24][C:25]1[CH:51]=[CH:50][C:28]2[S:29][CH:30]=[C:31]([CH2:32][N:33]3[CH2:37][CH2:36][N:35]([C:38]4[S:39][C:40]([C:44]([OH:46])=[O:45])=[C:41]([CH3:43])[N:42]=4)[C:34]3=[O:49])[C:27]=2[CH:26]=1. Reported procedure: Following the procedure as described in Example 6, making variations as required to replace ethyl 4-methyl-2-(2-oxo-3-phenylimidazolidin-1-yl)thiazole-5-carboxylate with ethyl 2-(3-((5-chlorobenzo[b]thiophen-3-yl)methyl)-2-oxoimidazolidin-1-yl)-4-methylthiazole-5-carboxylate, the title compound was obtained in 59% yield: 1H NMR (300 MHz, DMSO-d6) δ 12.86 (s, 1H), 8.06 (d, J=6.0 Hz, 1H), 7.98 (d, J=3.0 Hz, 1H), 7.90 (s, 1H), 7.45-7.41 (m, 1H), 4.69 (s, 2H), 4.00 (t, J=6.0 Hz, 2H), 3.48 (t, J=6.0 ...